This data is from the Open Reaction Database (ORD), a public repository of structured organic reaction records. The task is: describe an organic reaction: reactants, conditions, products, and yield The reactants are OC(CN)C=1N=C(SC1)C (2-hydroxy-2-(2-methyl-thiazol-4-yl)ethanamine), ClCC(=O)OCC (ethyl chloroacetate). The solvent is C(C)(=O)OCC.CO (ethyl acetate methanol). The product is CC=1SC=C(N1)C1CNC(CO1)=O (2-(2-Methyl-thiazol-4-yl)morpholin-5-one). Reaction SMILES: [OH:1][CH:2]([C:5]1[N:6]=[C:7]([CH3:10])[S:8][CH:9]=1)[CH2:3][NH2:4].Cl[CH2:12][C:13](OCC)=[O:14]>C(OCC)(=O)C.CO>[CH3:10][C:7]1[S:8][CH:9]=[C:5]([CH:2]2[O:1][CH2:12][C:13](=[O:14])[NH:4][CH2:3]2)[N:6]=1 |f:2.3|. Procedure details: Prepared analogously to Example S by reaction of 2-hydroxy-2-(2-methyl-thiazol-4-yl)ethanamine with ethyl chloroacetate and purification on a silica gel column using ethyl acetate/methanol=19:1 as eluant. Starting materials: BrC=1C=C2C=CNC2=CC1 (5-bromoindole), C1(=CC=C(C=C1)S(=O)(=O)Cl)C (p-toluenesulfonyl chloride), [OH-].[K+] (potassium hydroxide). Reagents/catalysts: S(=O)(=O)(O)[O-].C(CCC)[N+](CCCC)(CCCC)CCCC (tetrabutylammonium hydrogen sulfate). The solvent is C1(=CC=CC=C1)C (toluene). Conditions: time 8 hour. Yields the product BrC=1C=C2C=CN(C2=CC1)S(=O)(=O)C1=CC=C(C=C1)C (5-Bromo-1-(p-toluenesulfonyl)-1H-indole). The yield is 99.9%. RXN SMILES: [Br:1][C:2]1[CH:3]=[C:4]2[C:8](=[CH:9][CH:10]=1)[NH:7][CH:6]=[CH:5]2.[C:11]1([CH3:21])[CH:16]=[CH:15][C:14]([S:17](Cl)(=[O:19])=[O:18])=[CH:13][CH:12]=1.[OH-].[K+]>S([O-])(O)(=O)=O.C([N+](CCCC)(CCCC)CCCC)CCC.C1(C)C=CC=CC=1>[Br:1][C:2]1[CH:3]=[C:4]2[C:8](=[CH:9][CH:10]=1)[N:7]([S:17]([C:14]1[CH:15]=[CH:16][C:11]([CH3:21])=[CH:12][CH:13]=1)(=[O:19])=[O:18])[CH:6]=[CH:5]2 |f:2.3,4.5|. Procedure details: A 100 mL round bottom flask was sequentially charged with 5-bromoindole (1.96 g, 10 mmol), p-toluenesulfonyl chloride (2.30 g, 12 mmol), tetrabutylammonium hydrogen sulfate (240 mg, 0.70 mmol) and toluene (40 mL). An aqueous solution of potassium hydroxide (13 mL, 50%) was added dropwise and the mixture was stirred at room temperature overnight. At this point the organic layer was separated, diluted with ethyl ether (40 mL), washed with two portions of dilute potassium hydroxide solution (2×20 m...